This data is from the Open Reaction Database (ORD), a public repository of structured organic reaction records. The task is: describe an organic reaction: reactants, conditions, products, and yield Reactants: [OH-].[Na+] (sodium hydroxide), COC(COC=1C2=C(N=C(N1)SC)N(C(=C2C(C(=O)N)=O)CC)CC2=C(C=CC=C2)C2=CC=CC=C2)=O ([[2-(methylthio)-5-(aminooxoacetyl)-6-ethyl-7-([1,1′-biphenyl]-2-ylmethyl)-7H-pyrrolo[2,3-d]pyrimidin-4-yl]oxy]acetic acid methyl ester), Cl (HCl). Run in CO (methanol). Reaction conditions: time 24 hour. Yields the product CSC=1N=C(C2=C(N1)N(C(=C2C(C(=O)N)=O)CC)CC2=C(C=CC=C2)C2=CC=CC=C2)OCC(=O)O ([[2-(methylthio)-5-(aminooxoacetyl)-6-ethyl-7-([1,1 ′-biphenyl] -2-ylmethyl)-7H-pyrrolo[2,3-d]pyrimidin-4-yl]oxy]acetic acid). Yield: 69.5%. RXN SMILES: C[O:2][C:3](=[O:37])[CH2:4][O:5][C:6]1[C:7]2[C:16]([C:17](=[O:21])[C:18]([NH2:20])=[O:19])=[C:15]([CH2:22][CH3:23])[N:14]([CH2:24][C:25]3[CH:30]=[CH:29][CH:28]=[CH:27][C:26]=3[C:31]3[CH:36]=[CH:35][CH:34]=[CH:33][CH:32]=3)[C:8]=2[N:9]=[C:10]([S:12][CH3:13])[N:11]=1.[OH-].[Na+].Cl>CO>[CH3:13][S:12][C:10]1[N:11]=[C:6]([O:5][CH2:4][C:3]([OH:37])=[O:2])[C:7]2[C:16]([C:17](=[O:21])[C:18]([NH2:20])=[O:19])=[C:15]([CH2:22][CH3:23])[N:14]([CH2:24][C:25]3[CH:30]=[CH:29][CH:28]=[CH:27][C:26]=3[C:31]3[CH:36]=[CH:35][CH:34]=[CH:33][CH:32]=3)[C:8]=2[N:9]=1 |f:1.2|. Procedure: A mixture of 240 mg (0.462 mmol) of [[2-(methylthio)-5-(aminooxoacetyl)-6-ethyl-7-([1,1′-biphenyl]-2-ylmethyl)-7H-pyrrolo[2,3-d]pyrimidin-4-yl]oxy]acetic acid methyl ester and 15 mL of methanol was treated with 0.35 mL of 2 M sodium hydroxide and stirred at ambient temperature for 24 hours. The reaction was then adjusted to pH 2 by the addition of 1 M HCl. The mixture was concentrated and the solids were dried in vacuo to provide 162 mg (69%) of [[2-(methylthio)-5-(aminooxoacetyl)-6-ethyl-7-([1,...